describe an organic reaction: reactants, conditions, products, and yield From a dataset of the Open Reaction Database (ORD), a public repository of structured organic reaction records. RXN SMILES: [C:1]([C:4]1[CH:9]=[CH:8][CH:7]=[CH:6][CH:5]=1)(=O)[CH3:2].[Li+].C[Si]([N-][Si](C)(C)C)(C)C.[CH:20]1([C:23](Cl)=O)[CH2:22][CH2:21]1.O.[NH2:27][NH2:28]>C1(C)C=CC=CC=1.CCO.CC(O)=O>[CH:20]1([C:23]2[NH:28][N:27]=[C:1]([C:4]3[CH:9]=[CH:8][CH:7]=[CH:6][CH:5]=3)[CH:2]=2)[CH2:22][CH2:21]1 |f:1.2,4.5|. Starting materials: C(C)(=O)C1=CC=CC=C1 (acetophenone), [Li+].C[Si](C)(C)[N-][Si](C)(C)C (LiHMDS), O.NN (hydrazine hydrate), C1(CC1)C(=O)Cl (cyclopropanecarbonyl chloride). Procedure details: To a solution of acetophenone (5.0 g, 41.6 mmol) in thy toluene (5 mL) was added LiHMDS (42.0 mL, 1.0 M in THF, 42.0 mmol) via syringe at 0° C. under argon. After 5 min, cyclopropanecarbonyl chloride (4.35 g, 41.6 mmol) was added in one portion via syringe. The ice bath was removed and AcOH (2 mL), EtOH (50 mL), and hydrazine hydrate (10 mL, 64% aqueous, 127.8 mmol) was added. The mixture was refluxed for 30 min, cooled to room temperature, and concentrated. The residue was extracted with EtOAc,... Run at time 5 minute. Isolated yield 58.7%. Yields the product C1(CC1)C1=CC(=NN1)C1=CC=CC=C1 (5-Cyclopropyl-3-phenyl-1H-pyrazole). The solvent is C1(=CC=CC=C1)C (toluene), CCO (EtOH), CC(=O)O (AcOH). Reactants: L-Boc-Lys(Boc)-OH, FC1=NC(=C(C(=C1F)C#CC1=C(N)C=CC=C1C#CC1=C(C(=NC(=C1F)F)F)F)F)F (2,3-Bis((perfluoropyridin-4-yl)ethynyl)aniline), Boc, N[C@@H](CCCCN)C(=O)O (lysine), P(=O)(Cl)(Cl)Cl (phosphorus oxychloride), Cl (HCl). The solvent is N1=CC=CC=C1 (pyridine), C1CCOC1 (THF). Run at temperature -25 celsius, time 30 minute. Yields the product Cl.Cl.NC(C(=O)NC1=C(C(=CC=C1)C#CC1=C(C(=NC(=C1F)F)F)F)C#CC1=C(C(=NC(=C1F)F)F)F)CCCCN (2,6-Diamino-N-(2,3-bis((perfluoropyridin-4-yl)ethynyl)phenyl)hexanamide Dihydrochloride). Isolated yield 26.0%. Reaction SMILES: [F:1][C:2]1[C:7]([F:8])=[C:6]([C:9]#[C:10][C:11]2[C:17]([C:18]#[C:19][C:20]3[C:25]([F:26])=[C:24]([F:27])[N:23]=[C:22]([F:28])[C:21]=3[F:29])=[CH:16][CH:15]=[CH:14][C:12]=2[NH2:13])[C:5]([F:30])=[C:4]([F:31])[N:3]=1.P(Cl)(Cl)([Cl:34])=O.[NH2:37][C@H:38]([C:44](O)=[O:45])[CH2:39][CH2:40][CH2:41][CH2:42][NH2:43].[ClH:47]>N1C=CC=CC=1.C1COCC1>[ClH:34].[ClH:47].[NH2:37][CH:38]([CH2:39][CH2:40][CH2:41][CH2:42][NH2:43])[C:44]([NH:13][C:12]1[CH:14]=[CH:15][CH:16]=[C:17]([C:18]#[C:19][C:20]2[C:25]([F:26])=[C:24]([F:27])[N:23]=[C:22]([F:28])[C:21]=2[F:29])[C:11]=1[C:10]#[C:9][C:6]1[C:5]([F:30])=[C:4]([F:31])[N:3]=[C:2]([F:1])[C:7]=1[F:8])=[O:45] |f:6.7.8|. Reported procedure: L-Boc-Lys(Boc)-OH (0.31 g, 0.91 mmol) and compound (19) (0.20 g, 0.46 mmol) were dissolved in 2 mL of pyridine. The solution was cooled to −25° C. and phosphorus oxychloride (0.14 g, 0.91 mmol) was added dropwise with vigorous stirring. After stirring for 30 min. at -25° C., the reaction mixture was stirred at room temperature for 10 h. The reaction mixture was quenched with ice/water and extracted with EtOAc. The organic layer was washed with sat. NaHSO4 three times, dried with Na2SO4 and was c... Starting materials: OC1=C2C(CCC2=CC=C1NC(CCCCC1=CC=CC=C1)=O)=O (N-(4-Hydroxy-3-oxo-2,3-dihydro-1H-inden-5-yl)-5-phenylpentanamide), C1(=CC=C(C=C1)S(=O)(=O)[O-])C.[NH+]1=CC=CC=C1 (pyridinium p-toluenesulfonate). The solvent is C=1(C(=CC=CC1)C)C (xylene). Yields the product C1(=CC=CC=C1)CCCCC=1OC2=C(N1)C=CC=1CCC(C12)=O (2-(4-Phenylbutyl)-6,7-dihydro-8H-indeno[5,4-d][1,3]oxazol-8-one). Isolated yield 64.0%. As a reaction SMILES: O[C:2]1[C:10]([NH:11][C:12](=[O:23])[CH2:13][CH2:14][CH2:15][CH2:16][C:17]2[CH:22]=[CH:21][CH:20]=[CH:19][CH:18]=2)=[CH:9][CH:8]=[C:7]2[C:3]=1[C:4](=[O:24])[CH2:5][CH2:6]2.C1(C)C=CC(S([O-])(=O)=O)=CC=1.[NH+]1C=CC=CC=1>C1(C)C(C)=CC=CC=1>[C:17]1([CH2:16][CH2:15][CH2:14][CH2:13][C:12]2[O:23][C:2]3[C:3]4[C:4](=[O:24])[CH2:5][CH2:6][C:7]=4[CH:8]=[CH:9][C:10]=3[N:11]=2)[CH:22]=[CH:21][CH:20]=[CH:19][CH:18]=1 |f:1.2|. Reported procedure: N-(4-Hydroxy-3-oxo-2,3-dihydro-1H-inden-5-yl)-5-phenylpentanamide (205 mg, 0.634 mmol) and pyridinium p-toluenesulfonate (31.9 mg, 0.127 mmol) were heated under reflux in xylene (6 mL) for 3 hr. The solvent was evaporated under reduced pressure and the residue was purified by silica gel column chromatography (ethyl acetate/hexane=10/90→40/60) to give the title compound (124 mg, yield 64%).